From a dataset of the Open Reaction Database (ORD), a public repository of structured organic reaction records. describe an organic reaction: reactants, conditions, products, and yield The reactants are C(C)(C)(C)OC(NC(CC1=CC=C(C=C1)OC1=CC=C(C=C1)C(NO)=O)C(N(C)C)=O)=O ({1-dimethylcarbamoyl-2-[4-(4-hydroxycarbamoyl-phenoxy)-phenyl]-ethyl}-carbamic acid tert-butyl ester), C(Cl)Cl (CH2Cl2). Reaction conditions: temperature 2.5 celsius, time 1 hour. Yields the product Cl.NC(CC1=CC=C(OC2=CC=C(C(=O)NO)C=C2)C=C1)C(N(C)C)=O (4-[4-(2-amino-2-dimethylcarbamoylethyl)-phenoxy]-N-hydroxybenzamide hydrochloric acid salt). RXN SMILES: C(OC(=O)[NH:7][CH:8]([C:27](=[O:31])[N:28]([CH3:30])[CH3:29])[CH2:9][C:10]1[CH:15]=[CH:14][C:13]([O:16][C:17]2[CH:22]=[CH:21][C:20]([C:23](=[O:26])[NH:24][OH:25])=[CH:19][CH:18]=2)=[CH:12][CH:11]=1)(C)(C)C.C(Cl)[Cl:34]>>[ClH:34].[NH2:7][CH:8]([C:27](=[O:31])[N:28]([CH3:30])[CH3:29])[CH2:9][C:10]1[CH:15]=[CH:14][C:13]([O:16][C:17]2[CH:22]=[CH:21][C:20]([C:23]([NH:24][OH:25])=[O:26])=[CH:19][CH:18]=2)=[CH:12][CH:11]=1 |f:2.3|. Procedure: The hydroxamate 12 (0.8 g) was dissolved in CH2Cl2 (25 mL) and cooled to 0-5° C. Hydrogen chloride gas was bubbled through this solution for 20 min. The bubbling was discontinued and the reaction mixture was stirred at room temperature for 1 h. The excess HCl was degassed and the CH2Cl2 was removed. The residual solid was triturated with EtOAc (2×25 mL), decanted, and dried to yield the desired compound 13 as a white amorphous solid (0.34 g,). 1H NMR (DMSO-d6): 11.20 (s, 1H), 7.76 (d, J=8.8 Hz, ... The reactants are C(C)(=O)[O-].[NH4+] (ammonium acetate), C=1(C(=CC=CC1)C)C (xylene), S1C(=CC=C1)C1C(NCC1=O)=O (3-thiophen-2-yl-pyrrolidine-2,4-dione). The solvent is O (water). The product is NC1=C(C(NC1)=O)C=1SC=CC1 (4-amino-3-thiophen-2-yl-1,5-dihydropyrrol-2-one). Isolated yield 99.0%. RXN SMILES: C([O-])(=O)C.[NH4+:5].C1(C)C(C)=CC=CC=1.[S:14]1[CH:18]=[CH:17][CH:16]=[C:15]1[CH:19]1[C:23](=O)[CH2:22][NH:21][C:20]1=[O:25]>O>[NH2:5][C:23]1[CH2:22][NH:21][C:20](=[O:25])[C:19]=1[C:15]1[S:14][CH:18]=[CH:17][CH:16]=1 |f:0.1|. Procedure details: To a round bottom flask with a Dean-Stark distilling receiver, ammonium acetate (20.90 g, 271 mmol) and xylene (215 mL) were charged and kept at 60° C. Then 3-thiophen-2-yl-pyrrolidine-2,4-dione (19.0 g, 105 mmol) was added portionwise. The mixture was heated to reflux until there was no more water collected by the receiver (about 15 mL water) and a sticky gel was formed at the bottom. After cooling, toluene was decanted and the sticky gel was further washed by toluene and water and dried under ... Starting materials: OCCCCCCCCCBr, CN(C)CC(N)CC(=O)OCc1ccccc1, Cl, Cl, [Na], O=S(=O)(CCCCCCCCCO)c1ccccc1, O=S(O)c1ccccc1, O=C(O)CCCCCCCCS(=O)(=O)c1ccccc1. The product is CN(C)CC(CC(=O)OCc1ccccc1)NC(=O)CCCCCCCCS(=O)(=O)c1ccccc1. As a reaction SMILES: [Br:11][CH2:12][CH2:13][CH2:14][CH2:15][CH2:16][CH2:17][CH2:18][CH2:19][CH2:20][OH:21].[CH2:63]([c:64]1[cH:65][cH:66][cH:67][cH:68][cH:69]1)[O:70][C:71]([CH2:72][CH:73]([CH2:74][N:75]([CH3:76])[CH3:77])[NH2:78])=[O:79].[ClH:61].[ClH:62].[Na:1].[c:22]1([S:28](=[O:29])(=[O:30])[CH2:31][CH2:32][CH2:33][CH2:34][CH2:35][CH2:36][CH2:37][CH2:38][CH2:39][OH:40])[cH:23][cH:24][cH:25][cH:26][cH:27]1.[c:2]1([S:3]([OH:4])=[O:5])[cH:6][cH:7][cH:8][cH:9][cH:10]1.[c:41]1([S:42]([CH2:43][CH2:44][CH2:45][CH2:46][CH2:47][CH2:48][CH2:49][CH2:50][C:51]([OH:52])=[O:53])(=[O:54])=[O:55])[cH:56][cH:57][cH:58][cH:59][cH:60]1>>[c:22]1([S:28](=[O:29])(=[O:30])[CH2:31][CH2:32][CH2:33][CH2:34][CH2:35][CH2:36][CH2:37][CH2:38][C:39](=[O:40])[NH:78][CH:73]([CH2:72][C:71]([O:70][CH2:63][c:64]2[cH:65][cH:66][cH:67][cH:68][cH:69]2)=[O:79])[CH2:74][N:75]([CH3:76])[CH3:77])[cH:23][cH:24][cH:25][cH:26][cH:27]1. As a reaction SMILES: [CH3:1][N:2]([S:24]([C:27]1[S:28][CH:29]=[CH:30][CH:31]=1)(=[O:26])=[O:25])[C:3]1[CH:4]=[CH:5][CH:6]=[C:7]2[C:11]=1[NH:10][C:9]([C:12]([NH:14][NH:15][C:16](=O)[CH2:17][C:18]([O:20][CH2:21][CH3:22])=[O:19])=O)=[CH:8]2.COC1C=CC(P2(SP(C3C=CC(OC)=CC=3)(=S)S2)=[S:41])=CC=1>O1CCCC1>[CH3:1][N:2]([S:24]([C:27]1[S:28][CH:29]=[CH:30][CH:31]=1)(=[O:26])=[O:25])[C:3]1[CH:4]=[CH:5][CH:6]=[C:7]2[C:11]=1[NH:10][C:9]([C:12]1[S:41][C:16]([CH2:17][C:18]([O:20][CH2:21][CH3:22])=[O:19])=[N:15][N:14]=1)=[CH:8]2. Starting materials: CN(C=1C=CC=C2C=C(NC12)C(=O)NNC(CC(=O)OCC)=O)S(=O)(=O)C=1SC=CC1 (ethyl 3-[2-({7-[methyl(2-thienylsulfonyl)amino]-1H-indol-2-yl}carbonyl)hydrazino]-3-oxopropanoate), COC=1C=CC(=CC1)P2(=S)SP(=S)(S2)C=3C=CC(=CC3)OC (Lawesson's reagent). Solvent: O1CCCC1 (tetrahydrofuran). Yields the product CN(C=1C=CC=C2C=C(NC12)C1=NN=C(S1)CC(=O)OCC)S(=O)(=O)C=1SC=CC1 (Ethyl (5-{7-[methyl(2-thienylsulfonyl)amino]-1H-indol-2-yl}-1,3,4-thiadiazol-2-yl)acetate). Procedure details: A mixture of ethyl 3-[2-({7-[methyl(2-thienylsulfonyl)amino]-1H-indol-2-yl}carbonyl)hydrazino]-3-oxopropanoate (0.96 g), Lawesson's reagent (0.97 g) and tetrahydrofuran (20 mL) was stirred at 50° C. for 2 hr. The reaction mixture was concentrated, and the residue was subjected to silica gel column chromatography, and the title compound (0.70 g, yield 71%) was obtained as colorless crystals from a fraction eluted with ethyl acetate-hexane (1:1, volume ratio). The crystals were recrystallized from... Yield: 73.2%. Conditions: temperature 50 celsius, time 2 hour. Starting materials: COC(=O)C=1N(N=C(C1)C1=CC(=CC=C1)Br)C (5-(3-bromo-phenyl)-2-methyl-2H-pyrazole-3-carboxylic acid methyl ester), ethyl ester, O1C2=C(C=C1B(O)O)C=CC=C2 (benzo[b]furan-2-boronic acid), [O-]P(=O)([O-])[O-].[K+].[K+].[K+] (K3PO4), C1(CCCCC1)P(C1CCCCC1)C1CCCCC1 (tricyclohexylphosphine). The reagents and catalysts are CC(=O)O.CC(=O)O.[Pd] (palladium-II-acetate). Run in O (H2O), C1(=CC=CC=C1)C (toluene). Conditions: temperature 100 celsius. Yields the product COC(=O)C=1N(N=C(C1)C1=C(C=CC=C1)C1=CC2=C(O1)C=CC=C2)C (5-(3-benzofuran-2-yl-phenyl)-2-methyl-2H-pyrazole-3-carboxylic acid methyl ester). Isolated yield 58.3%. As a reaction SMILES: [CH3:1][O:2][C:3]([C:5]1[N:6]([CH3:17])[N:7]=[C:8]([C:10]2[CH:15]=[CH:14][CH:13]=[C:12](Br)[CH:11]=2)[CH:9]=1)=[O:4].[O:18]1[C:22](B(O)O)=[CH:21][C:20]2[CH:26]=[CH:27][CH:28]=[CH:29][C:19]1=2.[O-]P([O-])([O-])=O.[K+].[K+].[K+].C1(P(C2CCCCC2)C2CCCCC2)CCCCC1>C1(C)C=CC=CC=1.O.CC(O)=O.CC(O)=O.[Pd]>[CH3:1][O:2][C:3]([C:5]1[N:6]([CH3:17])[N:7]=[C:8]([C:10]2[CH:15]=[CH:14][CH:13]=[CH:12][C:11]=2[C:22]2[O:18][C:19]3[CH:29]=[CH:28][CH:27]=[CH:26][C:20]=3[CH:21]=2)[CH:9]=1)=[O:4] |f:2.3.4.5,9.10.11|. Reported procedure: 1.40 g (4.74 mmol) of 5-(3-bromo-phenyl)-2-methyl-2H-pyrazole-3-carboxylic acid methyl ester (6′) (and ethyl ester) was dissolved in 15 ml of toluene and 1.6 ml of H2O. Then 1.54 g (9.49 mmol) of benzo[b]furan-2-boronic acid, 5.42 g (25.52 mmol) of K3PO4, 0.29 g (1.04 mmol) of tricyclohexylphosphine and 0.117 g (0.52 mmol) of palladium-II-acetate were added. The reaction mixture was degassed (argon) several times at each addition. The reaction was heated (100° C.) for 24 h. At RT, the mixture wa... The reactants are CO, COC(=O)c1ccc(NC(=O)c2ccc3[nH]nc(-c4ccc(F)cc4)c3c2)cc1, [Na+], [OH-], O. Yields the product O=C(O)c1ccc(NC(=O)c2ccc3[nH]nc(-c4ccc(F)cc4)c3c2)cc1. As a reaction SMILES: [CH3:32][OH:33].[F:1][c:2]1[cH:3][cH:4][c:5](-[c:8]2[n:9][nH:10][c:11]3[cH:12][cH:13][c:14]([C:17](=[O:18])[NH:19][c:20]4[cH:21][cH:22][c:23]([C:24](=[O:25])[O:26][CH3:27])[cH:28][cH:29]4)[cH:15][c:16]23)[cH:6][cH:7]1.[Na+:31].[OH-:30].[OH2:34]>>[F:1][c:2]1[cH:3][cH:4][c:5](-[c:8]2[n:9][nH:10][c:11]3[cH:12][cH:13][c:14]([C:17](=[O:18])[NH:19][c:20]4[cH:21][cH:22][c:23]([C:24](=[O:25])[OH:26])[cH:28][cH:29]4)[cH:15][c:16]23)[cH:6][cH:7]1. The reactants are N[C@@H]1CC[C@H](CC1)NC1=C(C=NC2=CC=C(C=C12)C1=CC(=C(C(=C1)Cl)O)Cl)C(C(C)C)=O (1-{4-[trans-4-Aminocyclohexylamino]-6-(3,5-dichloro-4-hydroxyphenyl)quinolin-3-yl}-2-methylpropan-1-one), Cl (HCl). Solvent: C1CCOC1 (THF). Conditions: temperature 60 celsius. The product is Cl.Cl.N[C@@H]1CC[C@H](CC1)NC1=C(C=NC2=CC=C(C=C12)C1=CC(=C(C(=C1)Cl)O)Cl)C(C(C)C)=O (1-{4-[trans-4-Aminocyclohexylamino]-6-(3,5-dichloro-4-hydroxyphenyl)quinolin-3-yl}-2-methylpropan-1-one dihydrochloride). Isolated yield 92.0%. Reaction SMILES: [NH2:1][C@H:2]1[CH2:7][CH2:6][C@H:5]([NH:8][C:9]2[C:18]3[C:13](=[CH:14][CH:15]=[C:16]([C:19]4[CH:24]=[C:23]([Cl:25])[C:22]([OH:26])=[C:21]([Cl:27])[CH:20]=4)[CH:17]=3)[N:12]=[CH:11][C:10]=2[C:28](=[O:32])[CH:29]([CH3:31])[CH3:30])[CH2:4][CH2:3]1.[ClH:33]>C1COCC1>[ClH:25].[ClH:33].[NH2:1][C@H:2]1[CH2:7][CH2:6][C@H:5]([NH:8][C:9]2[C:18]3[C:13](=[CH:14][CH:15]=[C:16]([C:19]4[CH:20]=[C:21]([Cl:27])[C:22]([OH:26])=[C:23]([Cl:25])[CH:24]=4)[CH:17]=3)[N:12]=[CH:11][C:10]=2[C:28](=[O:32])[CH:29]([CH3:30])[CH3:31])[CH2:4][CH2:3]1 |f:3.4.5|. Reported procedure: To a suspension of 1-{4-[trans-4-Aminocyclohexylamino]-6-(3,5-dichloro-4-hydroxyphenyl)quinolin-3-yl}-2-methylpropan-1-one (3.0 g, 6.4 mmol) in THF (50 mL) was added 3 M HCl (30 mL) and the reaction mixture was heated at 60° C. for 2 h. The reaction mixture was cooled and the precipitate was filtered to afford the desired product (4.7 g, 92%) as an off-white solid: 1H NMR (500 MHz, CD3OD) δ 9.18 (bs, 1H), 8.49 (bs, 1H), 8.27 (d, J=8.8 Hz, 1H), 7.02 (d, J=8.8 Hz, 1H), 7.75 (bs, 2H), 4.54 (bs, 1H)...